From a dataset of the Open Reaction Database (ORD), a public repository of structured organic reaction records. describe an organic reaction: reactants, conditions, products, and yield Reactants: Cl, OCc1cccc(F)c1, O=C(O)C12CCN(CC1)CC2, O=S(Cl)Cl. Yields the product O=C(OCc1cccc(F)c1)C12CCN(CC1)CC2. Reaction SMILES: [ClH:1].[F:17][c:18]1[cH:19][c:20]([CH2:24][OH:25])[cH:21][cH:22][cH:23]1.[N:2]12[CH2:3][CH2:4][C:5]([C:10](=[O:11])[OH:12])([CH2:6][CH2:7]1)[CH2:8][CH2:9]2.[S:13]([Cl:14])([Cl:15])=[O:16]>>[N:2]12[CH2:3][CH2:4][C:5]([C:10](=[O:11])[O:12][CH2:24][c:20]3[cH:19][c:18]([F:17])[cH:23][cH:22][cH:21]3)([CH2:6][CH2:7]1)[CH2:8][CH2:9]2. Reactants: O=Cc1cccc(Br)c1, Brc1ccccn1, C1CCOC1, [Li]CCCC, Cl, c1ccc(P(c2ccccc2)(c2ccccc2)[Pd](P(c2ccccc2)(c2ccccc2)c2ccccc2)(P(c2ccccc2)(c2ccccc2)c2ccccc2)P(c2ccccc2)(c2ccccc2)c2ccccc2)cc1. The product is O=Cc1cccc(-c2ccccn2)c1. Reaction SMILES: [Br:13][c:14]1[cH:15][c:16]([CH:17]=[O:18])[cH:19][cH:20][cH:21]1.[Br:1][c:2]1[cH:3][cH:4][cH:5][cH:6][n:7]1.[CH2:100]1[O:101][CH2:102][CH2:103][CH2:104]1.[CH3:8][CH2:9][CH2:10][CH2:11][Li:12].[ClH:22].[cH:23]1[cH:24][cH:25][c:26]([P:27]([Pd:28]([P:29]([c:30]2[cH:31][cH:32][cH:33][cH:34][cH:35]2)([c:36]2[cH:37][cH:38][cH:39][cH:40][cH:41]2)[c:42]2[cH:43][cH:44][cH:45][cH:46][cH:47]2)([P:48]([c:49]2[cH:50][cH:51][cH:52][cH:53][cH:54]2)([c:55]2[cH:56][cH:57][cH:58][cH:59][cH:60]2)[c:61]2[cH:62][cH:63][cH:64][cH:65][cH:66]2)[P:67]([c:68]2[cH:69][cH:70][cH:71][cH:72][cH:73]2)([c:74]2[cH:75][cH:76][cH:77][cH:78][cH:79]2)[c:80]2[cH:81][cH:82][cH:83][cH:84][cH:85]2)([c:86]2[cH:87][cH:88][cH:89][cH:90][cH:91]2)[c:92]2[cH:93][cH:94][cH:95][cH:96][cH:97]2)[cH:98][cH:99]1>>[c:2]1(-[c:14]2[cH:15][c:16]([CH:17]=[O:18])[cH:19][cH:20][cH:21]2)[cH:3][cH:4][cH:5][cH:6][n:7]1. The reactants are N1(CCC1)C1=NC=C(C=C1)[N+](=O)[O-] (2-(azetidin-1-yl)-5-nitropyridine), [H][H] (hydrogen). The reagents and catalysts are [Pd] (Pd/C). Run in C(C)O (ethanol). The product is NC=1C=NC(=CC1)N1CCC1 (3-Amino-6-(azetidin-1-yl)-pyridine). As a reaction SMILES: [N:1]1([C:5]2[CH:10]=[CH:9][C:8]([N+:11]([O-])=O)=[CH:7][N:6]=2)[CH2:4][CH2:3][CH2:2]1.[H][H]>C(O)C.[Pd]>[NH2:11][C:8]1[CH:7]=[N:6][C:5]([N:1]2[CH2:4][CH2:3][CH2:2]2)=[CH:10][CH:9]=1. Reported procedure: A suspension of 11.5 g (64.18 mmol) of 2-(azetidin-1-yl)-5-nitropyridine, prepared in the preceding stage, and 1 g of Pd/C at 10% in 400 mL of ethanol is stirred vigorously at 20° C. under 5 atm of hydrogen for 4 hours. After this time, the mixture is filtered on a Celite pad and then concentrated at reduced pressure. We thus obtain 9.3 g of the expected product, which is used as it is in the rest of the synthesis. Yields the product CC(CC1(C=CCC=C1)C1=CC=CC=C1)NCC (α-methyl-N-ethyl-1-phenyl-2,5-cyclohexadien-1-ethylamine). Procedure details: To 5.3 g. (about 8 equivalents) of ethylamine and 10 g. of molecular sieve 3A in 100 ml. absolute methanol are added at 0° C. 5.6 ml. of 5 N methanolic hydrochloric acid (2 equivalents) and then 3 g. of (1-phenyl-2,5-cyclohexadien-1-yl)-2-propanone in a small amount of absolute methanol. 0.63 g. (0.7 equivalent) of sodium cyanoborohydride is then added and the mixture is stirred at room temperature for 5 days. The mixture is worked-up in exactly the same manner as described in Example 16. The cr... Starting materials: C(#N)[BH3-].[Na+] (sodium cyanoborohydride), C(C)N (ethylamine), C1(=CC=CC=C1)C1(C=CCC=C1)CC(C)=O ((1-phenyl-2,5-cyclohexadien-1-yl)-2-propanone), 3A, Cl (hydrochloric acid). As a reaction SMILES: [CH2:1]([NH2:3])[CH3:2].Cl.[C:5]1([C:11]2([CH2:17][C:18](=O)[CH3:19])[CH:16]=[CH:15][CH2:14][CH:13]=[CH:12]2)[CH:10]=[CH:9][CH:8]=[CH:7][CH:6]=1.C([BH3-])#N.[Na+]>CO>[CH3:19][CH:18]([NH:3][CH2:1][CH3:2])[CH2:17][C:11]1([C:5]2[CH:10]=[CH:9][CH:8]=[CH:7][CH:6]=2)[CH:16]=[CH:15][CH2:14][CH:13]=[CH:12]1 |f:3.4|. Reaction conditions: time 5 day. The solvent is CO (methanol), CO (methanol). RXN SMILES: [NH2:1][C:2]1[C:10]2[O:9][CH2:8][C:7](=[O:11])[C:6]=2[CH:5]=[CH:4][CH:3]=1.[Cl:12]N1C(=O)CCC1=O>CN(C)C=O>[NH2:1][C:2]1[C:10]2[O:9][CH2:8][C:7](=[O:11])[C:6]=2[C:5]([Cl:12])=[CH:4][CH:3]=1. The product is NC1=CC=C(C=2C(COC21)=O)Cl (7-amino-4-chloro-2,3-dihydro-3-benzofuranone). The solvent is CN(C=O)C (N,N-dimethylformamide). Reported procedure: By the method of Example 3, Step C, 1.94 g (0.013 mole) of 7-amino-2,3-dihydro-3-benzofuranone and 1.74 g (0.013 mole) of N-chlorosuccinimide are reacted in 40 mL of N,N-dimethylformamide, yielding 7-amino-4-chloro-2,3-dihydro-3-benzofuranone. The reactants are NC1=CC=CC=2C(COC21)=O (7-amino-2,3-dihydro-3-benzofuranone), ClN1C(CCC1=O)=O (N-chlorosuccinimide).